From a dataset of the Open Reaction Database (ORD), a public repository of structured organic reaction records. describe an organic reaction: reactants, conditions, products, and yield Starting materials: CCOC(=O)C(Cc1ccccc1)C(=O)OCC, CN(C)C=O, O=[N+]([O-])c1ccc(CCl)cc1. Product: CCOC(=O)C(Cc1ccccc1)(Cc1ccc([N+](=O)[O-])cc1)C(=O)OCC. RXN SMILES: [CH2:12]([c:13]1[cH:14][cH:15][cH:16][cH:17][cH:18]1)[CH:19]([C:20](=[O:21])[O:22][CH2:23][CH3:24])[C:25](=[O:26])[O:27][CH2:28][CH3:29].[CH3:30][N:31]([CH3:32])[CH:33]=[O:34].[N+:1](=[O:2])([O-:3])[c:4]1[cH:5][cH:6][c:7]([CH2:8][Cl:9])[cH:10][cH:11]1>>[N+:1](=[O:2])([O-:3])[c:4]1[cH:5][cH:6][c:7]([CH2:8][C:19]([CH2:12][c:13]2[cH:14][cH:15][cH:16][cH:17][cH:18]2)([C:20](=[O:21])[O:22][CH2:23][CH3:24])[C:25](=[O:26])[O:27][CH2:28][CH3:29])[cH:10][cH:11]1.